From a dataset of the Open Reaction Database (ORD), a public repository of structured organic reaction records. describe an organic reaction: reactants, conditions, products, and yield Reactants: O (water), N(=[N+]=[N-])C1CN(C1)C(=O)N1CCN(CCC1)C1CCC1 (1-[(3-azidoazetidin-1-yl)carbonyl]-4-cyclobutyl-1,4-diazepane), C1=CC=C(C=C1)P(C2=CC=CC=C2)C3=CC=CC=C3 (PPh3). Conditions: time 16 hour. Solvent: C1CCOC1 (THF). Procedure details: 1-[(3-azidoazetidin-1-yl)carbonyl]-4-cyclobutyl-1,4-diazepane (140 mg, 0.50 mmol), was dissolved in THF (5 ml) and water (0.28 ml, 5 mmol) was added. PPh3 was then added as a solid and the reaction was stirred for 16 hours giving a clear solution. The reaction was concentrated in vacuo and purified by FCC (DCM/MeOH/MH3 gradient, 95:5:1 to 70:30:1) to provide the title compound as pale yellow solid (51 mg, 40%). The product is C1(CCC1)N1CCN(CCC1)C(=O)N1CC(C1)N (1-[(4-cyclobutyl-1,4-diazepan-1-yl)carbonyl]azetidin-3-amine). The yield is 40.4%. As a reaction SMILES: [N:1]([CH:4]1[CH2:7][N:6]([C:8]([N:10]2[CH2:16][CH2:15][CH2:14][N:13]([CH:17]3[CH2:20][CH2:19][CH2:18]3)[CH2:12][CH2:11]2)=[O:9])[CH2:5]1)=[N+]=[N-].O.C1C=CC(P(C2C=CC=CC=2)C2C=CC=CC=2)=CC=1>C1COCC1>[CH:17]1([N:13]2[CH2:14][CH2:15][CH2:16][N:10]([C:8]([N:6]3[CH2:5][CH:4]([NH2:1])[CH2:7]3)=[O:9])[CH2:11][CH2:12]2)[CH2:20][CH2:19][CH2:18]1. The reactants are CC(C)(C)[Si](C)(C)Cl, OC1CCN(Cc2ccccc2)CC1, CN(C)C=O, O, c1c[nH]cn1. The product is CC(C)(C)[Si](C)(C)OC1CCN(Cc2ccccc2)CC1. Reaction SMILES: [C:25]([CH3:26])([CH3:27])([CH3:28])[Si:29]([CH3:30])([CH3:31])[Cl:32].[CH2:6]([c:7]1[cH:8][cH:9][cH:10][cH:11][cH:12]1)[N:13]1[CH2:14][CH2:15][CH:16]([OH:19])[CH2:17][CH2:18]1.[CH3:1][N:2]([CH3:3])[CH:4]=[O:5].[OH2:33].[nH:20]1[cH:21][cH:22][n:23][cH:24]1>>[CH2:6]([c:7]1[cH:8][cH:9][cH:10][cH:11][cH:12]1)[N:13]1[CH2:14][CH2:15][CH:16]([O:19][Si:29]([C:25]([CH3:26])([CH3:27])[CH3:28])([CH3:30])[CH3:31])[CH2:17][CH2:18]1.